Dataset: the Open Reaction Database (ORD), a public repository of structured organic reaction records. Task: describe an organic reaction: reactants, conditions, products, and yield Starting materials: N1N=CN=C1 (1,2,4-triazole), [H-].[Na+] (NaH), C(Cl)Cl (CH2Cl2), ClCCNC(=O)N1C(CCC1)=O (1-[(2-chloroethyl)carbamoyl]-2-oxopyrrolidine). Solvent: CN(C)C=O (DMF), CN(C)C=O (DMF). Run at temperature 90 celsius. The product is O=C1N(CCC1)C(NCCN1N=CN=C1)=O (2-Oxo-1-[[2-(1,2,4-triazol-1-yl)ethyl]carbamoyl]pyrrolidine). Yield: 55.6%. Reaction SMILES: [NH:1]1[CH:5]=[N:4][CH:3]=[N:2]1.[H-].[Na+].Cl[CH2:9][CH2:10][NH:11][C:12]([N:14]1[CH2:18][CH2:17][CH2:16][C:15]1=[O:19])=[O:13].C(Cl)Cl>CN(C=O)C>[O:19]=[C:15]1[CH2:16][CH2:17][CH2:18][N:14]1[C:12](=[O:13])[NH:11][CH2:10][CH2:9][N:1]1[CH:5]=[N:4][CH:3]=[N:2]1 |f:1.2|. Procedure details: To a solution of 1.9 g (27.5 mmol) of 1,2,4-triazole in 15 ml of DMF was added 1.1 g (27.5 mmol) of 60% NaH, and the mixture was heated at 90° C. for about 2 hr. Then, 13 ml of DMF containing 3.50 g (18.4 mmol) of 1-[(2-chloroethyl)carbamoyl]-2-oxopyrrolidine (III-1) was added to the mixture, which was heated at 90° C. for 4.5 hr. The reaction solution was poured into CH2Cl2, and the insoluble material was removed by filtration. After evaporating the solvent, the CH2Cl2 layer was refined by sili... Reactants: NC1=C2C=CC(=NC2=CC=C1)C (5-amino-2-methylquinolin), FC=1C(=C(C=O)C=C(C1)F)OC (3,5-difluoro-2-methoxybenzaldehyde), C(C)(=O)O (acetic acid). Run in C1(=CC=CC=C1)C (toluene). Yields the product FC=1C(=C(C=C(C1)F)C=NC=1C=2C=CC(=NC2C=CC1)C)OC ([(3,5-difluoro-2-methoxyphenyl)methylene]-2-methylquinolin-5-amine). Yield: 87.2%. Reaction SMILES: [NH2:1][C:2]1[CH:11]=[CH:10][CH:9]=[C:8]2[C:3]=1[CH:4]=[CH:5][C:6]([CH3:12])=[N:7]2.[F:13][C:14]1[C:15]([O:23][CH3:24])=[C:16]([CH:19]=[C:20]([F:22])[CH:21]=1)[CH:17]=O.C(O)(=O)C>C1(C)C=CC=CC=1>[F:13][C:14]1[C:15]([O:23][CH3:24])=[C:16]([CH:17]=[N:1][C:2]2[C:3]3[CH:4]=[CH:5][C:6]([CH3:12])=[N:7][C:8]=3[CH:9]=[CH:10][CH:11]=2)[CH:19]=[C:20]([F:22])[CH:21]=1. Procedure: To 2.0 g (12.6 mmol) 5-amino-2-methylquinolin and 2.2 g (12.6 mmol) 3,5-difluoro-2-methoxybenzaldehyde in 38 ml toluene are added 0.1 ml acetic acid and 5 g molecular sieve. The mixture is heated over 5 hours under reflux and filtrated through a path of cellites after cooling. The solvent is evaporated and the residue is two times azeotrophed with small portions of toluene. 3.43 g of [(3,5-difluoro-2-methoxyphenyl)methylene]-2-methylquinolin-5-amine are obtained as a yellow solid. 1.93 ml (22.3 ...